This data is from the Open Reaction Database (ORD), a public repository of structured organic reaction records. The task is: describe an organic reaction: reactants, conditions, products, and yield Starting materials: CCOC(=O)C(C)Br, O=C([O-])[O-], CCOCC, [Cs+], [Cs+], CN(C)C=O, Cc1ccccc1O. Yields the product CCOC(=O)C(C)Oc1ccccc1C. As a reaction SMILES: [Br:15][CH:16]([C:17](=[O:18])[O:19][CH2:20][CH3:21])[CH3:22].[C:1](=[O:2])([O-:3])[O-:4].[CH3:28][CH2:29][O:30][CH2:31][CH3:32].[Cs+:5].[Cs+:6].[O:23]=[CH:24][N:25]([CH3:26])[CH3:27].[c:7]1([CH3:14])[cH:8][cH:9][cH:10][cH:11][c:12]1[OH:13]>>[c:7]1([CH3:14])[cH:8][cH:9][cH:10][cH:11][c:12]1[O:13][CH:16]([C:17](=[O:18])[O:19][CH2:20][CH3:21])[CH3:22]. Starting materials: COC=1C=C2C(C(NC2=CC1OC)=O)=CO (5,6-Dimethoxy-3-hydroxymethylene oxindole), COC=1C=C(CN)C=CC1OC (3,4-dimethoxy benzylamine), C(C)(=O)O (acetic acid). Run in C1=CC=CC=C1 (benzene). The product is COC=1C=C2C(C(NC2=CC1OC)=O)=CNCC1=CC(=C(C=C1)OC)OC (5,6-Dimethoxy-3(3,4-dimethoxybenzyl)amino methylene oxindole). As a reaction SMILES: [CH3:1][O:2][C:3]1[CH:4]=[C:5]2[C:9](=[CH:10][C:11]=1[O:12][CH3:13])[NH:8][C:7](=[O:14])[C:6]2=[CH:15]O.[CH3:17][O:18][C:19]1[CH:20]=[C:21]([CH:24]=[CH:25][C:26]=1[O:27][CH3:28])[CH2:22][NH2:23].C(O)(=O)C>C1C=CC=CC=1>[CH3:1][O:2][C:3]1[CH:4]=[C:5]2[C:9](=[CH:10][C:11]=1[O:12][CH3:13])[NH:8][C:7](=[O:14])[C:6]2=[CH:15][NH:23][CH2:22][C:21]1[CH:24]=[CH:25][C:26]([O:27][CH3:28])=[C:19]([O:18][CH3:17])[CH:20]=1. Reported procedure: 5.00 g. of 5,6-Dimethoxy-3-hydroxymethylene oxindole, 6.00 g. of 3,4-dimethoxy benzylamine and 2.20 g. of acetic acid in 40 ml. benzene were reacted as described in Example 5 to give 5.44 g. of product, m.p. 198°-200° C. The reactants are CC(C)N=C=O, CC(C)(O)Cn1c(CON)nc2c(N)nc3ccccc3c21, CN(C)C=O, O. Yields the product CC(C)NC(=O)NOCc1nc2c(N)nc3ccccc3c2n1CC(C)(C)O. Reaction SMILES: [CH:1]([CH3:2])([CH3:3])[N:4]=[C:5]=[O:6].[NH2:7][c:8]1[n:9][c:10]2[cH:11][cH:12][cH:13][cH:14][c:15]2[c:16]2[c:17]1[n:18][c:19]([CH2:26][O:27][NH2:28])[n:20]2[CH2:21][C:22]([CH3:23])([OH:24])[CH3:25].[O:30]=[CH:31][N:32]([CH3:33])[CH3:34].[OH2:29]>>[CH:1]([CH3:2])([CH3:3])[NH:4][C:5](=[O:6])[NH:28][O:27][CH2:26][c:19]1[n:18][c:17]2[c:8]([NH2:7])[n:9][c:10]3[cH:11][cH:12][cH:13][cH:14][c:15]3[c:16]2[n:20]1[CH2:21][C:22]([CH3:23])([OH:24])[CH3:25].